From a dataset of the Open Reaction Database (ORD), a public repository of structured organic reaction records. describe an organic reaction: reactants, conditions, products, and yield Starting materials: O=C(O)CC(O)(CC(=O)O)C(=O)O, C1CCCCC1, CC#N, [Cl-], [Na+], [Na+], O, O, O, O, O, O, CC1(C)CC(=O)CC(C)(C)N1O, OO, O=S([O-])[O-]. The product is CC1(C)CC(=O)CC(C)(C)N1OC1CCCCC1. Reaction SMILES: [C:7]([OH:8])(=[O:9])[CH2:10][C:11]([CH2:12][C:13]([OH:14])=[O:15])([C:16]([OH:17])=[O:18])[OH:19].[CH2:40]1[CH2:41][CH2:42][CH2:43][CH2:44][CH2:45]1.[CH3:47][C:48]#[N:49].[Cl-:5].[Na+:38].[Na+:39].[OH2:1].[OH2:2].[OH2:3].[OH2:46].[OH2:4].[OH2:6].[OH:20][N:21]1[C:22]([CH3:30])([CH3:31])[CH2:23][C:24](=[O:29])[CH2:25][C:26]1([CH3:27])[CH3:28].[OH:32][OH:33].[S:34]([O-:35])([O-:36])=[O:37]>>[O:20]([N:21]1[C:22]([CH3:30])([CH3:31])[CH2:23][C:24](=[O:29])[CH2:25][C:26]1([CH3:27])[CH3:28])[CH:40]1[CH2:41][CH2:42][CH2:43][CH2:44][CH2:45]1. The reactants are BrCCBr, O=C([O-])[O-], CC#N, COC(=O)C(Cc1ccc(O)cc1)Nc1ccccc1C(=O)c1ccc(F)cc1, [K+], [K+]. Yields the product COC(=O)C(Cc1ccc(OCCBr)cc1)Nc1ccccc1C(=O)c1ccc(F)cc1. RXN SMILES: [Br:36][CH2:37][CH2:38][Br:39].[C:1](=[O:2])([O-:3])[O-:4].[CH3:40][C:41]#[N:42].[CH3:7][O:8][C:9]([CH:10]([CH2:11][c:12]1[cH:13][cH:14][c:15]([OH:18])[cH:16][cH:17]1)[NH:19][c:20]1[c:21]([C:26]([c:27]2[cH:28][cH:29][c:30]([F:33])[cH:31][cH:32]2)=[O:34])[cH:22][cH:23][cH:24][cH:25]1)=[O:35].[K+:5].[K+:6]>>[CH3:7][O:8][C:9]([CH:10]([CH2:11][c:12]1[cH:13][cH:14][c:15]([O:18][CH2:38][CH2:37][Br:36])[cH:16][cH:17]1)[NH:19][c:20]1[c:21]([C:26]([c:27]2[cH:28][cH:29][c:30]([F:33])[cH:31][cH:32]2)=[O:34])[cH:22][cH:23][cH:24][cH:25]1)=[O:35]. Starting materials: NN1CCN(CC1)CC(=O)O (4-aminopiperazin-1-ylacetic acid), NC=1C=C(C(=O)NCCC(=O)OC)C=CC1 (methyl 3-(3-aminobenzamido)propionate), Cl (hydrochloride), CN1CCOCC1 (N-methylmorpholine), CN(C)C=O (DMF). Conditions: time 16 hour. Yields the product Cl.Cl.C(N)(=N)N1CCN(CC1)CC(=O)NC=1C=C(C(=O)NCCC(=O)OC)C=CC1 (methyl 3-(3-(4-amidinopiperazin-1-ylacetamido)benzamido)propionate. Dihydrochloride). RXN SMILES: N[N:2]1[CH2:7][CH2:6][N:5]([CH2:8][C:9]([OH:11])=O)[CH2:4][CH2:3]1.[NH2:12][C:13]1[CH:14]=[C:15]([CH:25]=[CH:26][CH:27]=1)[C:16]([NH:18][CH2:19][CH2:20][C:21]([O:23][CH3:24])=[O:22])=[O:17].[ClH:28].C[N:30]1[CH2:35]COCC1.C[N:37](C=O)C>>[ClH:28].[ClH:28].[C:35]([N:2]1[CH2:3][CH2:4][N:5]([CH2:8][C:9]([NH:12][C:13]2[CH:14]=[C:15]([CH:25]=[CH:26][CH:27]=2)[C:16]([NH:18][CH2:19][CH2:20][C:21]([O:23][CH3:24])=[O:22])=[O:17])=[O:11])[CH2:6][CH2:7]1)(=[NH:30])[NH2:37] |f:5.6.7|. Reported procedure: A mixture of 1.86 g of 4-aminopiperazin-1-ylacetic acid, 2.22 g of methyl 3-(3-aminobenzamido)propionate, 1.92 g of DAPECI hydrochloride, 1.01 g of N-methylmorpholine and 70 ml of DMF is stirred for 16 hours at 20°. It is evaporated and the residue is worked up with ethyl acetate/5% NaHCO3 solution to give methyl 3-(3-(4-amidinopiperazin-1-ylacetamido)benzamido)propionate. Dihydrochloride m.p. 222°. Reactants: CCN(CC)c1ccc(C=O)c(O)c1, CCO, Cl, [Na+], [Na+], O=C([O-])[O-], NN(c1ccccc1)c1ccccc1. The product is CCN(CC)c1ccc(C=NN(c2ccccc2)c2ccccc2)c(O)c1. Reaction SMILES: [CH2:16]([CH3:17])[N:18]([c:19]1[cH:20][c:21]([OH:27])[c:22]([CH:23]=[O:24])[cH:25][cH:26]1)[CH2:28][CH3:29].[CH3:36][CH2:37][OH:38].[ClH:1].[Na+:30].[Na+:31].[O-:32][C:33](=[O:34])[O-:35].[c:2]1([N:8]([NH2:9])[c:10]2[cH:11][cH:12][cH:13][cH:14][cH:15]2)[cH:3][cH:4][cH:5][cH:6][cH:7]1>>[c:2]1([N:8]([N:9]=[CH:23][c:22]2[c:21]([OH:27])[cH:20][c:19]([N:18]([CH2:16][CH3:17])[CH2:28][CH3:29])[cH:26][cH:25]2)[c:10]2[cH:11][cH:12][cH:13][cH:14][cH:15]2)[cH:3][cH:4][cH:5][cH:6][cH:7]1. Reactants: C(C)(C)(C)OC(=O)NC1=C(C=CC=C1)B(O)O (2-(tert-butoxycarbonylamino)phenylboronic acid), BrC=1C(=NC=CC1)C#N (3-bromopicolino-nitrile), tetrakis(triphenyl-phosphine)palladium, C([O-])([O-])=O.[K+].[K+] (potassium carbonate). The solvent is CO (methanol), ClCCl (dichloromethane), O (water), C1(=CC=CC=C1)C (toluene). Reaction conditions: temperature 100 celsius, time 8 hour. Yields the product C1=CC=NC2=C(N=C3C(=C12)C=CC=C3)N (Benzo[f][1,7]naphthyridin-5-amine). RXN SMILES: C(OC([NH:8][C:9]1[CH:14]=[CH:13][CH:12]=[CH:11][C:10]=1B(O)O)=O)(C)(C)C.Br[C:19]1[C:20]([C:25]#[N:26])=[N:21][CH:22]=[CH:23][CH:24]=1.C(=O)([O-])[O-].[K+].[K+]>C1(C)C=CC=CC=1.CO.ClCCl.O>[CH:24]1[C:19]2[C:20](=[C:25]([NH2:26])[N:8]=[C:9]3[CH:14]=[CH:13][CH:12]=[CH:11][C:10]3=2)[N:21]=[CH:22][CH:23]=1 |f:2.3.4|. Procedure details: A solution of 2-(tert-butoxycarbonylamino)phenylboronic acid (1.0 eq.) and 3-bromopicolino-nitrile (1.0 eq.) in toluene (0.44 M) was mixed with tetrakis(triphenyl-phosphine)palladium (5 mol %) and 2N aqueous potassium carbonate solution (2.0 eq.). The reaction was heated to 100° C. and stirred overnight. After cooling to ambient temperature, the reaction content was diluted with 2% methanol in dichloromethane and water. The two phases were separated, and the aqueous layer was extracted twice wit... Reagents/catalysts: C1=CC=C(C=C1)P(C2=CC=CC=C2)C3=CC=CC=C3.C1=CC=C(C=C1)P(C2=CC=CC=C2)C3=CC=CC=C3.Cl[Pd]Cl (bis(triphenylphosphine)palladium (II) chloride). Run in CN(C)C=O (DMF). Reactants: ClC1=CC(=C(C#N)C=C1)[N+](=O)[O-] (4-chloro-2-nitrobenzonitrile), O1C(CCCC1)N1N=CC=C1B1OC(C(O1)(C)C)(C)C (1-(tetrahydro-2H-pyran-2-yl)-5-(4,4,5,5-tetramethyl-1,3,2-dioxaborolan-2-yl)-1H-pyrazole), C([O-])([O-])=O.[Na+].[Na+] (sodium carbonate), O (water), O (water). Isolated yield 72.4%. Reaction conditions: temperature 90 celsius. As a reaction SMILES: Cl[C:2]1[CH:9]=[CH:8][C:5]([C:6]#[N:7])=[C:4]([N+:10]([O-:12])=[O:11])[CH:3]=1.[O:13]1[CH2:18][CH2:17][CH2:16][CH2:15][CH:14]1[N:19]1[C:23](B2OC(C)(C)C(C)(C)O2)=[CH:22][CH:21]=[N:20]1.C(=O)([O-])[O-].[Na+].[Na+].O>CN(C=O)C.C1C=CC(P(C2C=CC=CC=2)C2C=CC=CC=2)=CC=1.C1C=CC(P(C2C=CC=CC=2)C2C=CC=CC=2)=CC=1.Cl[Pd]Cl>[N+:10]([C:4]1[CH:3]=[C:2]([C:23]2[N:19]([CH:14]3[CH2:15][CH2:16][CH2:17][CH2:18][O:13]3)[N:20]=[CH:21][CH:22]=2)[CH:9]=[CH:8][C:5]=1[C:6]#[N:7])([O-:12])=[O:11] |f:2.3.4,7.8.9|. The product is [N+](=O)([O-])C1=C(C#N)C=CC(=C1)C1=CC=NN1C1OCCCC1 (2-nitro-4-(1-(tetrahydro-2H-pyran-2-yl)-1H-pyrazol-5-yl)benzonitrile). Procedure details: To a solution of 4-chloro-2-nitrobenzonitrile (15 g, 82 mmol) and 1-(tetrahydro-2H-pyran-2-yl)-5-(4,4,5,5-tetramethyl-1,3,2-dioxaborolan-2-yl)-1H-pyrazole (27.4 g, 99 mmol) in 300 ml of DMF were added bis(triphenylphosphine)palladium (II) chloride (1.12 g; 1.64 mmol), sodium carbonate (22.7 g; 0.16 mol) and water (30 ml). The reaction mixture was heated at 90° C. for 4.5 h, cooled and poured into 500 ml of water. The water phase was extracted twice with EtOAc, and the combined organic fractions ... The reactants are C(C)OC(=O)C1=C(C=2N(N(C1=O)CCC(C)C)C=CC2)O (4-Hydroxy-1-(3-methyl-butyl)-2-oxo-1,2-dihydro-pyrrolo[1,2-b]pyridazine-3-carboxylic acid ethyl ester), NC1=C(C=C(C=C1)OC)S(=O)(=O)N (2-amino-5-methoxy-benzenesulfonamide). The solvent is C(C)O (ethanol). Run at temperature 180 celsius. Yields the product OC=1C=2N(N(C(C1C1=NS(C3=C(N1)C=CC(=C3)OC)(=O)=O)=O)CCC(C)C)C=CC2 (4-hydroxy-3-(7-methoxy-1,1-dioxo-1,4-dihydro-1λ6-benzo[1,2,4]thiadiazin-3-yl)-1-(3-methyl-butyl)-pyrrolo[1,2-b]pyridazin-2-one). The yield is 45.0%. Reaction SMILES: C(O[C:4]([C:6]1[C:11](=[O:12])[N:10]([CH2:13][CH2:14][CH:15]([CH3:17])[CH3:16])[N:9]2[CH:18]=[CH:19][CH:20]=[C:8]2[C:7]=1[OH:21])=O)C.[NH2:22][C:23]1[CH:28]=[CH:27][C:26]([O:29][CH3:30])=[CH:25][C:24]=1[S:31]([NH2:34])(=[O:33])=[O:32]>C(O)C>[OH:21][C:7]1[C:8]2[N:9]([CH:18]=[CH:19][CH:20]=2)[N:10]([CH2:13][CH2:14][CH:15]([CH3:16])[CH3:17])[C:11](=[O:12])[C:6]=1[C:4]1[NH:22][C:23]2[CH:28]=[CH:27][C:26]([O:29][CH3:30])=[CH:25][C:24]=2[S:31](=[O:32])(=[O:33])[N:34]=1. Procedure details: 4-Hydroxy-1-(3-methyl-butyl)-2-oxo-1,2-dihydro-pyrrolo[1,2-b]pyridazine-3-carboxylic acid ethyl ester (Example 1f, 0.040 g, 0.14 mmol) was mixed with 2-amino-5-methoxy-benzenesulfonamide (Example 2b, 0.0235 g, 0.14 mmol) and the resulting mixture was heated to 180° C. for 20 min. The resulting crude oil was allowed to cool to 25° C. and ethanol (0.5 mL) was added and sonicated to afford a tan precipitate, which was collected and dried in vacuo. The crude solid was dissolved in 1.0 M aqueous pota... The reactants are FC=1C=CC=C2C(N(C(=NC12)N1CCN(CC1)C1=CC(=CC=C1)F)C1=C(C=CC(=C1)C(F)(F)F)OC)CC(=O)OC (Methyl {8-fluoro-2-[4-(3-fluorophenyl)-1-piperazinyl]-3-[2-methoxy-5-(trifluoromethyl)phenyl]-3,4-dihydro-4-quinazolinyl}acetate), [OH-].[Na+] (sodium hydroxide). Run in O1CCOCC1 (dioxane). Conditions: temperature 50 celsius, time 3 hour. Product: FC=1C=CC=C2C(N(C(=NC12)N1CCN(CC1)C1=CC(=CC=C1)F)C1=C(C=CC(=C1)C(F)(F)F)OC)CC(=O)O ({8-Fluoro-2-[4-(3-fluorophenyl)-1-piperazinyl]-3-[2-methoxy-5-(trifluoromethyl)phenyl]-3,4-dihydro-4-quinazolinyl}acetic acid). RXN SMILES: [F:1][C:2]1[CH:3]=[CH:4][CH:5]=[C:6]2[C:11]=1[N:10]=[C:9]([N:12]1[CH2:17][CH2:16][N:15]([C:18]3[CH:23]=[CH:22][CH:21]=[C:20]([F:24])[CH:19]=3)[CH2:14][CH2:13]1)[N:8]([C:25]1[CH:30]=[C:29]([C:31]([F:34])([F:33])[F:32])[CH:28]=[CH:27][C:26]=1[O:35][CH3:36])[CH:7]2[CH2:37][C:38]([O:40]C)=[O:39].[OH-].[Na+]>O1CCOCC1>[F:1][C:2]1[CH:3]=[CH:4][CH:5]=[C:6]2[C:11]=1[N:10]=[C:9]([N:12]1[CH2:13][CH2:14][N:15]([C:18]3[CH:23]=[CH:22][CH:21]=[C:20]([F:24])[CH:19]=3)[CH2:16][CH2:17]1)[N:8]([C:25]1[CH:30]=[C:29]([C:31]([F:34])([F:32])[F:33])[CH:28]=[CH:27][C:26]=1[O:35][CH3:36])[CH:7]2[CH2:37][C:38]([OH:40])=[O:39] |f:1.2|. Reported procedure: In 15 ml of dioxane, 117 mg (0.2 mmol) of methyl {8-fluoro-2-[4-(3-fluorophenyl)-1-piperazinyl]-3-[2-methoxy-5-(trifluoromethyl)phenyl]-3,4-dihydro-4-quinazolinyl}acetate (Example 34A) are mixed with 0.61 ml of 1N aqueous sodium hydroxide solution, and the mixture is stirred at 50° C. for 3 hours. After removal of the solvent, the residue is taken up in water and the mixture is adjusted to pH 34 using 1N hydrochloric acid. The precipitate is filtered off with suction, washed with water and dried... The reactants are FC1=C(CN2N=CC3=CC(=CC=C23)N)C=CC=C1 (1-(2-Fluoro-benzyl)-1H-indazol-5-ylamine), ClC=1C2=C(N=CN1)C=NC(=C2)N(C)C (4-chloro-6-(N,N-dimethylamino)-pyrido[3,4-d]pyrimidine). Product: Cl.FC1=C(CN2N=CC3=CC(=CC=C23)NC=2C3=C(N=CN2)C=NC(=C3)N(C)C)C=CC=C1 (N4-(1-(2-Fluoro-benzyl)-1H-indazol-5-yl)-N6,N6-dimethyl-pyrido[3,4-d]pyrimidine-4,6-diamine hydrochloride). As a reaction SMILES: [F:1][C:2]1[CH:18]=[CH:17][CH:16]=[CH:15][C:3]=1[CH2:4][N:5]1[C:13]2[C:8](=[CH:9][C:10]([NH2:14])=[CH:11][CH:12]=2)[CH:7]=[N:6]1.[Cl:19][C:20]1[C:21]2[CH:29]=[C:28]([N:30]([CH3:32])[CH3:31])[N:27]=[CH:26][C:22]=2[N:23]=[CH:24][N:25]=1>>[ClH:19].[F:1][C:2]1[CH:18]=[CH:17][CH:16]=[CH:15][C:3]=1[CH2:4][N:5]1[C:13]2[C:8](=[CH:9][C:10]([NH:14][C:20]3[C:21]4[CH:29]=[C:28]([N:30]([CH3:32])[CH3:31])[N:27]=[CH:26][C:22]=4[N:23]=[CH:24][N:25]=3)=[CH:11][CH:12]=2)[CH:7]=[N:6]1 |f:2.3|. Procedure details: Prepared according to Procedure A from 1-(2-Fluoro-benzyl)-1H-indazol-5-ylamine and 4-chloro-6-(N,N-dimethylamino)-pyrido[3,4-d]pyrimidine; δH [2H6]DMSO 11.45 (1H,s), 8.90(1H,s), 8.63(1H,s), 8.24(1H,s), 8.13(1H,s), 7.87(1H,d), 7.70(1H,d), 7.62(1H,s) 7.36(1H,m), 7.20 (3H,m), 5.75 (2H,s), 3.22(6H,s); m/z (M+) 413. Reactants: CC1(OCCO1)CCCCN1N=C(C=C1)N (1-[4-(2-methyl-[1,3]dioxolan-2-yl)-butyl]-1H-pyrazol-3-ylamine), COC1=C(C=CC=C1OC)/C=C/C(=O)O ((E)-3-(2,3-dimethoxy-phenyl)-acrylic acid). The product is COC1=C(C=CC=C1OC)/C=C/C(=O)NC1=NN(C=C1)CCCCC(C)=O ((E)-3-(2,3-Dimethoxy-phenyl)-N-[1-(5-oxo-hexyl)-1H-pyrazol-3-yl]-acrylamide). RXN SMILES: [CH3:1][C:2]1([CH2:7][CH2:8][CH2:9][CH2:10][N:11]2[CH:15]=[CH:14][C:13]([NH2:16])=[N:12]2)[O:6]CCO1.[CH3:17][O:18][C:19]1[C:24]([O:25][CH3:26])=[CH:23][CH:22]=[CH:21][C:20]=1/[CH:27]=[CH:28]/[C:29](O)=[O:30]>>[CH3:17][O:18][C:19]1[C:24]([O:25][CH3:26])=[CH:23][CH:22]=[CH:21][C:20]=1/[CH:27]=[CH:28]/[C:29]([NH:16][C:13]1[CH:14]=[CH:15][N:11]([CH2:10][CH2:9][CH2:8][CH2:7][C:2](=[O:6])[CH3:1])[N:12]=1)=[O:30]. Procedure: Following general procedure B followed by either C or D, starting from 1-[4-(2-methyl-[1,3]dioxolan-2-yl)-butyl]-1H-pyrazol-3-ylamine and (E)-3-(2,3-dimethoxy-phenyl)-acrylic acid.